This data is from the Open Reaction Database (ORD), a public repository of structured organic reaction records. The task is: describe an organic reaction: reactants, conditions, products, and yield The reactants are ClC1=CC=C(N)C=C1 (4-chloroaniline), BrC=1C(C=2C=CC=NC2C(C1Br)=O)=O (6,7-dibromo-5,8-quinolindion). The reagents and catalysts are CeCl3. Solvent: C(C)O (ethanol). The product is ClC1=CC=C(C=C1)NC=1C(C=2C=CC=NC2C(C1Br)=O)=O (6-[(N-4-chlorophenyl)amino]-7-bromo-5,8-quinolindione). RXN SMILES: [Cl:1][C:2]1[CH:8]=[CH:7][C:5]([NH2:6])=[CH:4][CH:3]=1.Br[C:10]1[C:11](=[O:22])[C:12]2[CH:13]=[CH:14][CH:15]=[N:16][C:17]=2[C:18](=[O:21])[C:19]=1[Br:20]>C(O)C>[Cl:1][C:2]1[CH:8]=[CH:7][C:5]([NH:6][C:10]2[C:11](=[O:22])[C:12]3[CH:13]=[CH:14][CH:15]=[N:16][C:17]=3[C:18](=[O:21])[C:19]=2[Br:20])=[CH:4][CH:3]=1. Procedure details: CeCl3 (0.1 mmol) as a catalyst and 4 equivalents of 4-chloroaniline (10 mmol) were added to 6,7-dibromo-5,8-quinolindion (10 mmol) dissolved in ethanol (100 ml). The reaction mixture was heated at reflux for 8 hrs. After reading the completion of reaction by TLC, it was cooled, filtered, and recrystallized with ethanol to give redish powder of 6-[(N-4-chlorophenyl)amino]-7-bromo-5,8-quinolidione. The reactants are CNC(=O)C1=NC=CC(=C1)Cl (4-chloro-pyridine-2-carboxylic acid methylamide), C(C)(=O)OCC (ethyl acetate), C(=O)([O-])[O-].[K+].[K+] (K2CO3), solid, CC(C)([O-])C.[K+] (potassium tert-butoxide), ClC1=C(C=C(C=C1)NC=1N=NC=C(N1)C1=CC=C(C=C1)O)C(F)(F)F (4-(3-{[4-chloro-3-(trifluoromethyl)phenyl]amino}-1,2,4-triazin-5-yl)phenol). The solvent is CN(C)C=O (DMF), O (water), CN(C)C=O (DMF). Run at temperature 100 celsius, time 15 minute. The product is CNC(=O)C1=NC=CC(=C1)OC1=CC=C(C=C1)C1=CN=C(N=N1)NC1=CC=CC=C1 (4-[4-(3-phenylamino-[1,2,4]triazin-6-yl)-phenoxy]-pyridine-2-carboxylic acid methylamide). As a reaction SMILES: Cl[C:2]1[CH:7]=[CH:6][C:5]([NH:8][C:9]2[N:10]=[N:11][CH:12]=[C:13](C3C=CC(O)=CC=3)[N:14]=2)=[CH:4][C:3]=1C(F)(F)F.[CH3:26][C:27](C)([O-:29])[CH3:28].[K+].[CH3:32][NH:33][C:34]([C:36]1[CH:41]=[C:40](Cl)[CH:39]=[CH:38][N:37]=1)=[O:35].[C:43]([O-])([O-])=O.[K+].[K+].C(O[CH2:53][CH3:54])(=O)C>CN(C=O)C.O>[CH3:32][NH:33][C:34]([C:36]1[CH:41]=[C:40]([O:29][C:27]2[CH:28]=[CH:54][C:53]([C:12]3[N:11]=[N:10][C:9]([NH:8][C:5]4[CH:4]=[CH:3][CH:2]=[CH:7][CH:6]=4)=[N:14][CH:13]=3)=[CH:43][CH:26]=2)[CH:39]=[CH:38][N:37]=1)=[O:35] |f:1.2,4.5.6|. Reported procedure: 7.23 g (19.73 mmol) of 4-(3-{[4-chloro-3-(trifluoromethyl)phenyl]amino}-1,2,4-triazin-5-yl)phenol can be dissolved in 80 mL of anhydrous DMF under argon atmosphere. 2.44 g (21.71 mmol, 1.1 equivalent) of solid potassium tert-butoxide can be added to the solution. The resulting mixture can be heated to about 100° C. and stirred at that temperature for 15 min. Then a solution of 3.7 g (21.71 mmol, 1.1 equivalent) of 4-chloro-pyridine-2-carboxylic acid methylamide in 10 mL of anhydrous DMF can be a... Starting materials: C(C)C1(NC(CC(C1C)NC(C1=CC=CC=C1)=O)(C)CC)C (2,6-diethyl-2,3,6-trimethyl-4-benzamidopiperidine), C(C1=CC=CC=C1)Br (benzylbromide), [I-].[K+] (potassium iodide), C([O-])([O-])=O.[K+].[K+] (potassium carbonate). The solvent is S1(CCCC1)(=O)=O (tetrahydrothiophene dioxide), C1(=CC=CC=C1)C (toluene). The product is C(C1=CC=CC=C1)N1C(C(C(CC1(C)CC)NC(C1=CC=CC=C1)=O)C)(C)CC (1-benzyl-2,6-diethyl-2,3,6-trimethyl-4-benzamidopiperidine). Reaction SMILES: [CH2:1]([C:3]1([CH3:22])[CH:8]([CH3:9])[CH:7]([NH:10][C:11](=[O:18])[C:12]2[CH:17]=[CH:16][CH:15]=[CH:14][CH:13]=2)[CH2:6][C:5]([CH2:20][CH3:21])([CH3:19])[NH:4]1)[CH3:2].[CH2:23](Br)[C:24]1[CH:29]=[CH:28][CH:27]=[CH:26][CH:25]=1.[I-].[K+].C(=O)([O-])[O-].[K+].[K+]>S1(=O)(=O)CCCC1.C1(C)C=CC=CC=1>[CH2:23]([N:4]1[C:5]([CH2:20][CH3:21])([CH3:19])[CH2:6][CH:7]([NH:10][C:11](=[O:18])[C:12]2[CH:13]=[CH:14][CH:15]=[CH:16][CH:17]=2)[CH:8]([CH3:9])[C:3]1([CH2:1][CH3:2])[CH3:22])[C:24]1[CH:29]=[CH:28][CH:27]=[CH:26][CH:25]=1 |f:2.3,4.5.6|. Procedure: 20 g of 2,6-diethyl-2,3,6-trimethyl-4-benzamidopiperidine (compound no. 9), 12.5 g of benzylbromide, 1 g of potassium iodide and 20 g of potassium carbonate are stirred in 200 ml of tetrahydrothiophene dioxide (sulpholane) at 110° C. for 4 days. Thereafter the reaction mixture is diluted with 200 ml of toluene, cooled to room temperature and purified by filtration. The filtrate is washed four times with about 200 ml of water, the toluene phase is dried over sodium sulfate and evaporated under va... The reactants are COC1=CC2=C(C3CN(C(C3CC2)CC2=CC=CC=C2)C)C=C1 (2,3,3a,4,5,9b-Hexahydro-7-methoxy-2-methyl-3-phenylmethyl-1H-benz[e]isoindole), product, Cl (hydrochloric acid), O (Water), resultant mixture, N1=CC=CC=C1 (pyridine), resultant solution, C1(=CC=CC=C1)CC(=O)Cl (phenylacetyl chloride). Run in C(Cl)Cl (methylene chloride), C(Cl)Cl (methylene chloride). Reaction conditions: temperature 0 celsius, time 3 minute. Yields the product amide, COC1=CC2=C(C3CN(C(C3CC2)CC2=CC=CC=C2)C(=O)CC2=CC=CC=C2)C=C1 (2,3,3a,4,5,9b-hexahydro-7-methoxy-2-phenylmethylcarbonyl-3-phenylmethyl-1H-benz[e]isoindole). RXN SMILES: [CH3:1][O:2][C:3]1[CH:23]=[CH:22][C:6]2[CH:7]3[CH:11]([CH2:12][CH2:13][C:5]=2[CH:4]=1)[CH:10]([CH2:14][C:15]1[CH:20]=[CH:19][CH:18]=[CH:17][CH:16]=1)[N:9]([CH3:21])[CH2:8]3.N1C=CC=CC=1.[C:30]1([CH2:36]C(Cl)=O)[CH:35]=[CH:34][CH:33]=[CH:32][CH:31]=1.Cl.[OH2:41]>C(Cl)Cl>[CH3:1][O:2][C:3]1[CH:23]=[CH:22][C:6]2[CH:7]3[CH:11]([CH2:12][CH2:13][C:5]=2[CH:4]=1)[CH:10]([CH2:14][C:15]1[CH:16]=[CH:17][CH:18]=[CH:19][CH:20]=1)[N:9]([C:21]([CH2:36][C:30]1[CH:35]=[CH:34][CH:33]=[CH:32][CH:31]=1)=[O:41])[CH2:8]3. Procedure: 2,3,3a,4,5,9b-Hexahydro-7-methoxy-2-methyl-3-phenylmethyl-1H-benz[e]isoindole (0.80 g, 2.73 mmol), the product of Example 1, was dissolved in 10 mL of methylene chloride and approximately 5 mL of pyridine was added to the resultant solution. The solution was cooled to 0° C. and approximately 2.5 mL of phenylacetyl chloride was added, dropwise, over a 3 minute period and the reaction mixture was stirred for 45 minutes at ambient temperature. Water (20 mL) was added to the reaction mixture to quen... Starting materials: C=1C=CC2=C(C1)N=NN2O (HOBt), C1CCC(CC1)N=C=NC2CCCCC2 (DCC), Cl (HCl), O1CCOCC1 (1,4-dioxane), C(C)(C)(C)OC(=O)N1CSC([C@H]1C(=O)O)(C)C ((R)-5,5-Dimethyl-thiazolidine-3,4-dicarboxylic acid 3-tert-butyl ester), NC(=O)N (amino ketone), C(C(=O)Cl)(=O)Cl (oxalyl chloride), grignard reagent, C(CC=C)[Mg]Br (3-butenylmagnesium bromide), C(C(C)C)NC(=O)C1N(CC(C1(C)C)(F)F)C(C(C(CC1=CC=CC=C1)NC(C1=C(C(=CC=C1)O)C)=O)O)=O (4,4-Difluoro-1-[2-hydroxy-3-(3-hydroxy-2-methyl-benzoylamino)-4-phenyl-butyryl]-3,3-dimethyl-pyrrolidine-2-carboxylic acid isobutyl-amide). The reagents and catalysts are CN(C)C=O (DMF). Run in CCOC(=O)C (EtOAc), CO (MeOH), C1=CC=CC=C1 (benzene), CCOC(=O)C (EtOAc). Reaction conditions: temperature 0 celsius, time 1 hour. Product: C(C1=CC=CC=C1)[C@@H]([C@@H](C(=O)N1CSC([C@H]1C(CCC=C)=O)(C)C)O)NC(C1=C(C(=CC=C1)O)C)=O (N-[(1S,2S)-1-Benzyl-3-((R)-5,5-dimethyl-4-pent-4-enoyl-thiazolidin-3-yl)-2-hydroxy-3-oxo-propyl]-3-hydroxy-2-methyl-benzamide). Reaction SMILES: C(O[C:6]([N:8]1[C@H:12]([C:13]([OH:15])=O)[C:11]([CH3:17])([CH3:16])[S:10][CH2:9]1)=[O:7])(C)(C)C.C(Cl)(=O)C(Cl)=O.[CH2:24]([Mg]Br)[CH2:25][CH:26]=[CH2:27].NC(N)=O.C(NC(C1C(C)(C)C(F)(F)CN1C(=O)[CH:51]([OH:71])[CH:52]([NH:60][C:61](=[O:70])[C:62]1[CH:67]=[CH:66][CH:65]=[C:64]([OH:68])[C:63]=1[CH3:69])[CH2:53][C:54]1[CH:59]=[CH:58][CH:57]=[CH:56][CH:55]=1)=O)C(C)C.C1C=CC2N(O)N=NC=2C=1.C1CCC(N=C=NC2CCCCC2)CC1.Cl.O1CCOCC1>C1C=CC=CC=1.CN(C=O)C.CCOC(C)=O.CO>[CH2:53]([C@H:52]([NH:60][C:61](=[O:70])[C:62]1[CH:67]=[CH:66][CH:65]=[C:64]([OH:68])[C:63]=1[CH3:69])[C@H:51]([OH:71])[C:6]([N:8]1[C@H:12]([C:13](=[O:15])[CH2:27][CH2:26][CH:25]=[CH2:24])[C:11]([CH3:16])([CH3:17])[S:10][CH2:9]1)=[O:7])[C:54]1[CH:59]=[CH:58][CH:57]=[CH:56][CH:55]=1. Procedure: The title compound was prepared as follows. (R)-5,5-Dimethyl-thiazolidine-3,4-dicarboxylic acid 3-tert-butyl ester 1 (1.0 g, 3.80 mmol) was dissolved in benzene (10 mL) and cooled to 0° C. with magnetic stirring. Two drops of DMF were added followed by a drop wise addition of oxalyl chloride (0.33 mL, 3.80 mmol). When gas evolution ceased, the solution was concentrated to a yellow/red residue. The material was dissolved in dry THF (10 mL) and cooled to −78° C. with magnetic stirring. The grignar...